This data is from the Open Reaction Database (ORD), a public repository of structured organic reaction records. The task is: describe an organic reaction: reactants, conditions, products, and yield Reactants: COC(=O)C1=NC=C(C=C1)Br (5-bromo-pyridine-2-carboxylic acid methyl ester), O1CC=CC1 (2,5-dihydrofuran), C(C)(=O)[O-].[Na+] (sodium acetate), C(C)(C)(C)P(C(C)(C)C)C(C)(C)C (tri-tert-butylphosphine). The reagents and catalysts are C(C)(=O)[O-].C(C)(=O)[O-].[Pd+2] (palladium diacetate). Solvent: CN(C)C=O (DMF). Conditions: temperature 120 celsius, time 2.5 hour. Yields the product COC(=O)C1=NC=C(C=C1)C=1COCC1 (5-(2,5-dihydrofuran-3-yl)-pyridine-2-carboxylic acid methyl ester), COC(=O)C1=NC=C(C=C1)C=1OCCC1 (5-(4,5-dihydrofuran-2-yl)-pyridine-2-carboxylic acid methyl ester). Yield: 152.5%. RXN SMILES: [CH3:1][O:2][C:3]([C:5]1[CH:10]=[CH:9][C:8](Br)=[CH:7][N:6]=1)=[O:4].[O:12]1[CH2:16][CH:15]=[CH:14][CH2:13]1.C([O-])(=O)C.[Na+].C(P(C(C)(C)C)C(C)(C)C)(C)(C)C>CN(C=O)C.C([O-])(=O)C.C([O-])(=O)C.[Pd+2]>[CH3:1][O:2][C:3]([C:5]1[CH:10]=[CH:9][C:8]([C:14]2[CH2:13][O:12][CH2:16][CH:15]=2)=[CH:7][N:6]=1)=[O:4].[CH3:1][O:2][C:3]([C:5]1[CH:10]=[CH:9][C:8]([C:13]2[O:12][CH2:16][CH2:15][CH:14]=2)=[CH:7][N:6]=1)=[O:4] |f:2.3,6.7.8|. Reported procedure: A mixture of 5-bromo-pyridine-2-carboxylic acid methyl ester (CAN 29682-15-3, 15 g, 69 mmol), 2,5-dihydrofuran (CAN 36620-92-5, 48 g, 0.69 mol), palladium diacetate (CAN 3375-31-3, 0.8 g, 3.6 mmol), sodium acetate (6.9 g, 84 mmol) and tri-tert-butylphosphine (CAN 13716-12-6, 10%, 14 g, 7 mmol) in DMF (50 ml) was stirred at 120° C. in a sealed tube for 2.5 h. After cooling to room temperature, the reaction mixture was concentrated. The crude product was purified by column chromatography (silica g... As a reaction SMILES: [C:1]([O:2][C:3](=[O:4])[NH:7][c:8]1[c:9]([NH:19][C:20]([CH2:21][C:22](=[O:5])[c:24]2[cH:25][c:26](-[c:30]3[cH:31][c:32]([N:36]4[CH2:37][CH2:38][O:39][CH2:40][CH2:41]4)[n:33][cH:34][cH:35]3)[cH:27][cH:28][cH:29]2)=[O:42])[cH:10][c:11]([C:15]([F:16])([F:17])[F:18])[c:12]([CH3:14])[cH:13]1)([CH3:6])([CH3:23])[CH3:43].[Cl:51][CH2:52][Cl:53].[F:44][C:45]([F:46])([F:47])[C:48]([OH:49])=[O:50]>>[N:7]1=[C:22]([c:24]2[cH:25][c:26](-[c:30]3[cH:31][c:32]([N:36]4[CH2:37][CH2:38][O:39][CH2:40][CH2:41]4)[n:33][cH:34][cH:35]3)[cH:27][cH:28][cH:29]2)[CH2:21][C:20](=[O:42])[NH:19][c:9]2[c:8]1[cH:13][c:12]([CH3:14])[c:11]([C:15]([F:16])([F:17])[F:18])[cH:10]2. The product is Cc1cc2c(cc1C(F)(F)F)NC(=O)CC(c1cccc(-c3ccnc(N4CCOCC4)c3)c1)=N2. Starting materials: Cc1cc(NC(=O)OC(C)(C)C)c(NC(=O)CC(=O)c2cccc(-c3ccnc(N4CCOCC4)c3)c2)cc1C(F)(F)F, ClCCl, O=C(O)C(F)(F)F. Starting materials: CCOC(C)=O, C(=NC1CCCCC1)=NC1CCCCC1, CC(N)CNC(=O)OC(C)(C)C, O=C(O)c1ccccc1O, c1c[nH]cn1. The product is CC(CNC(=O)OC(C)(C)C)NC(=O)c1ccccc1O. RXN SMILES: [CH3:43][CH2:44][O:45][C:46]([CH3:47])=[O:48].[CH:28]1([N:29]=[C:30]=[N:31][CH:32]2[CH2:33][CH2:34][CH2:35][CH2:36][CH2:37]2)[CH2:38][CH2:39][CH2:40][CH2:41][CH2:42]1.[NH2:1][CH:2]([CH2:3][NH:4][C:5]([O:6][C:7]([CH3:8])([CH3:9])[CH3:10])=[O:11])[CH3:12].[OH:13][C:14](=[O:15])[c:16]1[cH:17][cH:18][cH:19][cH:20][c:21]1[OH:22].[nH:23]1[cH:24][cH:25][n:26][cH:27]1>>[NH:1]([CH:2]([CH2:3][NH:4][C:5]([O:6][C:7]([CH3:8])([CH3:9])[CH3:10])=[O:11])[CH3:12])[C:14](=[O:13])[c:16]1[cH:17][cH:18][cH:19][cH:20][c:21]1[OH:22]. Reactants: COC1=C2C(C(NC2=CC=C1)=O)=O (4-methoxyisatin), C(C)(=O)[O-].[Na+] (sodium acetate), O.NN (Hydrazine monohydrate). Solvent: CN(C=O)C (dimethylformamide). Conditions: temperature 110 celsius, time 5 minute. Product: COC1=C2CC(NC2=CC=C1)=O (4-methoxyindolin-2-one). The yield is 79.2%. RXN SMILES: O.NN.[CH3:4][O:5][C:6]1[CH:14]=[CH:13][CH:12]=[C:11]2[C:7]=1[C:8](=O)[C:9](=[O:15])[NH:10]2.C([O-])(=O)C.[Na+]>CN(C)C=O>[CH3:4][O:5][C:6]1[CH:14]=[CH:13][CH:12]=[C:11]2[C:7]=1[CH2:8][C:9](=[O:15])[NH:10]2 |f:0.1,3.4|. Reported procedure: Hydrazine monohydrate (265 mL, 5.46 mol) is added to a flask containing 4-methoxyisatin (484.26 g, 2.73 mol), sodium acetate (22.31 g, 0.27 mol) and dimethylformamide (2.4 L). The temperature rose from 19.2° C. to 31.9° C. within 5 minutes, and when the exotherm had ceased the solution is further heated to 110° C. over 40 minutes. Vigorous off-gassing is observed, and the temperature rose above the set point slowly. After 30 minutes the temperature stabilized at 110° C. and the gas evolution tap... Starting materials: [BH3-]C#N, CS(=O)(=O)CCN, CO, Cc1cc(C)c(CNC(=O)c2cc(-c3ccc(C=O)o3)cc3c2cnn3C2CCCC2)c(=O)[nH]1, CCN(C(C)C)C(C)C, [Na+]. The product is Cc1cc(C)c(CNC(=O)c2cc(-c3ccc(CNCCS(C)(=O)=O)o3)cc3c2cnn3C2CCCC2)c(=O)[nH]1. Reaction SMILES: [C:51]([BH3-:52])#[N:53].[CH3:35][S:36](=[O:37])(=[O:38])[CH2:39][CH2:40][NH2:41].[CH3:55][OH:56].[CH:1]1([n:6]2[n:7][cH:8][c:9]3[c:10]([C:22](=[O:23])[NH:24][CH2:25][c:26]4[c:27](=[O:34])[nH:28][c:29]([CH3:33])[cH:30][c:31]4[CH3:32])[cH:11][c:12](-[c:15]4[o:16][c:17]([CH:20]=[O:21])[cH:18][cH:19]4)[cH:13][c:14]23)[CH2:2][CH2:3][CH2:4][CH2:5]1.[CH:42]([N:43]([CH2:44][CH3:45])[CH:46]([CH3:47])[CH3:48])([CH3:49])[CH3:50].[Na+:54]>>[CH:1]1([n:6]2[n:7][cH:8][c:9]3[c:10]([C:22](=[O:23])[NH:24][CH2:25][c:26]4[c:27](=[O:34])[nH:28][c:29]([CH3:33])[cH:30][c:31]4[CH3:32])[cH:11][c:12](-[c:15]4[o:16][c:17]([CH2:20][NH:41][CH2:40][CH2:39][S:36]([CH3:35])(=[O:37])=[O:38])[cH:18][cH:19]4)[cH:13][c:14]23)[CH2:2][CH2:3][CH2:4][CH2:5]1. The reactants are N (ammonia), S1C=C(C=C1)CC(=O)NN (thiophene-3-acetic hydrazide), FC(C1=C(C=NC=C1)C(=O)O)(F)F (4-trifluoromethylpyridine-3-carboxylic acid), ice water. Run in P(=O)(Cl)(Cl)Cl (phosphorus oxychloride). Product: S1C=C(C=C1)CC=1OC(=NN1)C=1C=NC=CC1C(F)(F)F (2-(3-Thienylmethyl)-5-(4-trifluoromethyl-3-pyridyl)-1,3,4-oxadiazole). Yield: 39.9%. As a reaction SMILES: [S:1]1[CH:5]=[CH:4][C:3]([CH2:6][C:7]([NH:9][NH2:10])=[O:8])=[CH:2]1.[F:11][C:12]([F:23])([F:22])[C:13]1[CH:18]=[CH:17][N:16]=[CH:15][C:14]=1[C:19](O)=O.N>P(Cl)(Cl)(Cl)=O>[S:1]1[CH:5]=[CH:4][C:3]([CH2:6][C:7]2[O:8][C:19]([C:14]3[CH:15]=[N:16][CH:17]=[CH:18][C:13]=3[C:12]([F:23])([F:11])[F:22])=[N:10][N:9]=2)=[CH:2]1. Reported procedure: 880 mg of thiophene-3-acetic hydrazide were added to a solution of 960 mg of 4-trifluoromethylpyridine-3-carboxylic acid in 5 ml of phosphorus oxychloride, and the mixture was heated at reflux for 2 hours. The reaction mixture was subsequently added dropwise to ice-water, made neutral using concentrated ammonia solution and extracted with ethyl acetate. Drying (Na2SO4), concentration and chromatographic purification gave 624 mg of the desired product as a slightly brown oil. Starting materials: O=C(n1ccnc1)n1ccnc1, NCCCCO, Cc1c(C)c2c(c(C)c1O)CCC(C)(C(=O)O)O2. Product: Cc1c(C)c2c(c(C)c1O)CCC(C)(C(=O)NCCCCO)O2. Reaction SMILES: [C:19]([n:20]1[cH:21][cH:22][n:23][cH:24]1)([n:25]1[cH:26][cH:27][n:28][cH:29]1)=[O:30].[NH2:31][CH2:32][CH2:33][CH2:34][CH2:35][OH:36].[OH:1][c:2]1[c:3]([CH3:18])[c:4]2[c:9]([c:10]([CH3:13])[c:11]1[CH3:12])[O:8][C:7]([C:14](=[O:15])[OH:16])([CH3:17])[CH2:6][CH2:5]2>>[OH:1][c:2]1[c:3]([CH3:18])[c:4]2[c:9]([c:10]([CH3:13])[c:11]1[CH3:12])[O:8][C:7]([C:14](=[O:16])[NH:31][CH2:32][CH2:33][CH2:34][CH2:35][OH:36])([CH3:17])[CH2:6][CH2:5]2. Reactants: C(C)OC(C(CC1=CC(=C(C=C1)C(NO)=N)F)NC(C1=CC=C(C=C1)NC(=O)OC(C)(C)C)=O)=O (2-(4-tert-Butoxycarbonylamino-benzoylamino)-3-[3-fluoro-4-(N-hydroxycarbamimidoyl)-phenyl]-propionic acid ethyl ester), C(C)OC(C(CC1=CC(=C(C=C1)C#N)F)NC(C1=CC=C(C=C1)NC(=O)OC(C)(C)C)=O)=O (2-(4-tert-butoxycarbonylamino-benzoylamino)-3-(4-cyano-3-fluoro-phenyl)-propionic acid ethyl ester), NO.Cl (NH2OH.HCl), C(=O)(O)[O-].[Na+] (NaHCO3). Solvent: CCO (EtOH). Reaction conditions: temperature 120 celsius. Product: C(C)(C)(C)OC(=O)NC1=CC=C(C(=O)NC(C(=O)O)CC2=CC(=C(C=C2)C2=NOC(=N2)C2=CC=C(C=C2)NC(=O)OC(C)(C)C)F)C=C1 (2-(4-tert-Butoxycarbonylamino-benzoylamino)-3-{4-[5-(4-tert-butoxycarbonylamino-phenyl)-[1,2,4]oxadiazol-3-yl]-3-fluorophenyl}-propionic acid). RXN SMILES: C([O:3][C:4](=[O:35])[CH:5]([NH:18][C:19](=[O:34])[C:20]1[CH:25]=[CH:24][C:23]([NH:26][C:27]([O:29][C:30]([CH3:33])([CH3:32])[CH3:31])=[O:28])=[CH:22][CH:21]=1)[CH2:6][C:7]1[CH:12]=[CH:11][C:10]([C:13](=[NH:16])[NH:14][OH:15])=[C:9]([F:17])[CH:8]=1)C.C(OC(=O)C(N[C:52](=O)[C:53]1[CH:58]=[CH:57][C:56]([NH:59][C:60]([O:62][C:63]([CH3:66])([CH3:65])[CH3:64])=[O:61])=[CH:55][CH:54]=1)CC1C=CC(C#N)=C(F)C=1)C.NO.Cl.C([O-])(O)=O.[Na+]>CCO>[C:30]([O:29][C:27]([NH:26][C:23]1[CH:22]=[CH:21][C:20]([C:19]([NH:18][CH:5]([CH2:6][C:7]2[CH:12]=[CH:11][C:10]([C:13]3[N:16]=[C:52]([C:53]4[CH:54]=[CH:55][C:56]([NH:59][C:60]([O:62][C:63]([CH3:66])([CH3:65])[CH3:64])=[O:61])=[CH:57][CH:58]=4)[O:15][N:14]=3)=[C:9]([F:17])[CH:8]=2)[C:4]([OH:3])=[O:35])=[O:34])=[CH:25][CH:24]=1)=[O:28])([CH3:33])([CH3:31])[CH3:32] |f:2.3,4.5|. Procedure details: 2-(4-tert-Butoxycarbonylamino-benzoylamino)-3-[3-fluoro-4-(N-hydroxycarbamimidoyl)-phenyl]-propionic acid ethyl ester. A mixture of 2-(4-tert-butoxycarbonylamino-benzoylamino)-3-(4-cyano-3-fluoro-phenyl)-propionic acid ethyl ester (214 mg, 0.47 mmol), NH2OH.HCl (49 mg 0.71 mmol), and NaHCO3 (79 mg, 0.94 mmol) in EtOH (10 mL) was heated under microwave at 120° C. for 20 min and then allowed to cool to room temperature. The mixture was filtered, concentrated in vacuo, and purified by silica gel ch... The reactants are [N+](=O)([O-])C1=CC=C(C=C1)C(C(=O)N)C (2-(4-Nitrophenyl)propionamide). Reagents/catalysts: [Pd]=O (palladium oxide). Run in C(C)O (ethanol). Yields the product NC1=CC=C(C=C1)C(C(=O)N)C (2-(4-Aminophenyl)propionamide). The yield is 100.4%. RXN SMILES: [N+:1]([C:4]1[CH:9]=[CH:8][C:7]([CH:10]([CH3:14])[C:11]([NH2:13])=[O:12])=[CH:6][CH:5]=1)([O-])=O>C(O)C.[Pd]=O>[NH2:1][C:4]1[CH:5]=[CH:6][C:7]([CH:10]([CH3:14])[C:11]([NH2:13])=[O:12])=[CH:8][CH:9]=1. Procedure details: 2-(4-Nitrophenyl)propionamide (5.3 g) in ethanol (250 ml) was hydrogenated over palladium oxide on charcoal (5%, 0.5 g) at atmospheric pressure. The reaction was terminated after 1775 ml of hydrogen had been absorbed and the catalyst was removed by filtration. Removal of the solvent gave the title compound as a white solid (4.5 g), m.p. 120°-122°. Reactants: ClC1=CC=C(C=C1)C(C(=O)N1C(OC[C@@H]1C(C)C)=O)C1CC1 ((S)-N-[2-(4-chlorophenyl)-2-cyclopropylacetyl]-4-(1-methylethyl)-2-oxazolidinone), FC1=C(C=C(C=C1)CCl)OC1=CC=CC=C1 ((4-fluoro-3-phenoxyphenyl)methyl chloride), Cl (hydrochloric acid), [H-].[Na+] (sodium hydride). The solvent is CN(C=O)C (dimethylformamide), O (water), CN(C=O)C (dimethylformamide), CN(C=O)C (dimethylformamide). The product is C1(CC1)C(COCC1=CC(=C(C=C1)F)OC1=CC=CC=C1)C1=CC=C(C=C1)Cl ((4-fluoro-3-phenoxyphenyl)methyl 2-cyclopropyl-2-(4-chlorophenyl)ethyl ether). As a reaction SMILES: [H-].[Na+].[Cl:3][C:4]1[CH:9]=[CH:8][C:7]([CH:10]([CH:22]2[CH2:24][CH2:23]2)[C:11](N2[C@@H](C(C)C)COC2=O)=[O:12])=[CH:6][CH:5]=1.[F:25][C:26]1[CH:31]=[CH:30][C:29]([CH2:32]Cl)=[CH:28][C:27]=1[O:34][C:35]1[CH:40]=[CH:39][CH:38]=[CH:37][CH:36]=1.Cl>CN(C)C=O.O>[CH:22]1([CH:10]([C:7]2[CH:6]=[CH:5][C:4]([Cl:3])=[CH:9][CH:8]=2)[CH2:11][O:12][CH2:32][C:29]2[CH:30]=[CH:31][C:26]([F:25])=[C:27]([O:34][C:35]3[CH:36]=[CH:37][CH:38]=[CH:39][CH:40]=3)[CH:28]=2)[CH2:23][CH2:24]1 |f:0.1|. Procedure: Under a nitrogen atmosphere a suspension of 0.06 gram (0.0024 mole) of 97% sodium hydride in 2.2 mL of dimethylformamide was stirred, and a solution of 0.40 gram (0.002 mole) of stereoisomer (A) of 2-cyclopropyl-2-(4-chlorophenyl)ethyl ethanol in 1.0 mL of dimethylformamide was slowly added. Upon completion of addition, the reaction mixture was stirred for 1.5 hours, and then a solution of 0.46 gram (0.0019 mole) of (4-fluoro-3-phenoxyphenyl)methyl chloride in 1.0 mL of dimethylformamide was add...